Dataset: the Open Reaction Database (ORD), a public repository of structured organic reaction records. Task: describe an organic reaction: reactants, conditions, products, and yield As a reaction SMILES: [Br:62][CH2:63][CH2:64][F:65].[Cl:1][c:2]1[cH:3][c:4]([Cl:5])[cH:6][cH:7][c:8]1-[c:9]1[n:10][c:11]([CH2:12][CH3:13])[c:14]([NH:15][CH:16]2[c:17]3[c:18]([cH:19][cH:20][cH:21][cH:22]3)[CH2:23][CH:24]2[O:25][CH2:26][CH3:27])[n:28][c:29]1[CH2:30][CH3:31].[Cl:32][c:33]1[c:34](-[c:41]2[n:42][c:43]([CH2:60][CH3:61])[c:44]([NH:49][CH:50]3[CH:51]([OH:59])[CH2:52][c:53]4[cH:54][cH:55][cH:56][cH:57][c:58]43)[n:45][c:46]2[CH2:47][CH3:48])[cH:35][cH:36][c:37]([O:39][CH3:40])[cH:38]1>>[Cl:32][c:33]1[c:34](-[c:41]2[n:42][c:43]([CH2:60][CH3:61])[c:44]([NH:49][CH:50]3[CH:51]([O:59][CH2:63][CH2:64][F:65])[CH2:52][c:53]4[cH:54][cH:55][cH:56][cH:57][c:58]43)[n:45][c:46]2[CH2:47][CH3:48])[cH:35][cH:36][c:37]([O:39][CH3:40])[cH:38]1. Starting materials: FCCBr, CCOC1Cc2ccccc2C1Nc1nc(CC)c(-c2ccc(Cl)cc2Cl)nc1CC, CCc1nc(-c2ccc(OC)cc2Cl)c(CC)nc1NC1c2ccccc2CC1O. Yields the product CCc1nc(-c2ccc(OC)cc2Cl)c(CC)nc1NC1c2ccccc2CC1OCCF.